Dataset: the Open Reaction Database (ORD), a public repository of structured organic reaction records. Task: describe an organic reaction: reactants, conditions, products, and yield Starting materials: O=C([O-])[O-], CO, [K+], [K+], CCOC(=O)CCC(Oc1cc(OCc2ccsc2)ccc1-c1ncco1)c1ccccc1C. Yields the product Cc1ccccc1C(CCC(=O)O)Oc1cc(OCc2ccsc2)ccc1-c1ncco1. RXN SMILES: [C:35](=[O:36])([O-:37])[O-:38].[CH3:41][OH:42].[K+:39].[K+:40].[o:1]1[c:2](-[c:6]2[c:7]([O:8][CH:9]([CH2:10][CH2:11][C:12](=[O:13])[O:14][CH2:15][CH3:16])[c:17]3[c:18]([CH3:23])[cH:19][cH:20][cH:21][cH:22]3)[cH:24][c:25]([O:28][CH2:29][c:30]3[cH:31][s:32][cH:33][cH:34]3)[cH:26][cH:27]2)[n:3][cH:4][cH:5]1>>[o:1]1[c:2](-[c:6]2[c:7]([O:8][CH:9]([CH2:10][CH2:11][C:12](=[O:13])[OH:14])[c:17]3[c:18]([CH3:23])[cH:19][cH:20][cH:21][cH:22]3)[cH:24][c:25]([O:28][CH2:29][c:30]3[cH:31][s:32][cH:33][cH:34]3)[cH:26][cH:27]2)[n:3][cH:4][cH:5]1.